From a dataset of the Open Reaction Database (ORD), a public repository of structured organic reaction records. describe an organic reaction: reactants, conditions, products, and yield Yields the product Cc1ccc(C)c(CNc2cccc(S(=O)(=O)O)c2)c1. Reaction SMILES: [C:15]([O-:16])(=[O:17])[CH3:18].[CH3:20][c:21]1[c:22]([CH2:23][Cl:24])[cH:25][c:26]([CH3:29])[cH:27][cH:28]1.[CH3:31][C:32]#[N:33].[ClH:30].[NH2:1][c:2]1[cH:3][cH:4][cH:5][c:6]([S:8]([OH:9])(=[O:10])=[O:11])[cH:7]1.[Na+:19].[OH2:12].[OH2:13].[OH2:14].[OH2:34]>>[NH:1]([c:2]1[cH:3][cH:4][cH:5][c:6]([S:8]([OH:9])(=[O:10])=[O:11])[cH:7]1)[CH2:23][c:22]1[c:21]([CH3:20])[cH:28][cH:27][c:26]([CH3:29])[cH:25]1. Starting materials: CC(=O)[O-], Cc1ccc(C)c(CCl)c1, CC#N, Cl, Nc1cccc(S(=O)(=O)O)c1, [Na+], O, O, O, O.